From a dataset of the Open Reaction Database (ORD), a public repository of structured organic reaction records. describe an organic reaction: reactants, conditions, products, and yield Reactants: N[C@@H](CC(N)=O)C(=O)O (asparagine), N (ammonia), N[C@@H](CC(=O)O)C(=O)O (aspartic acid), S(O)(O)(=O)=O (sulfuric acid). Solvent: CO (methanol). Product: O.N[C@@H](CC(N)=O)C(=O)O (asparagine monohydrate). RXN SMILES: [NH2:1][C@H:2]([C:7]([OH:9])=[O:8])[CH2:3][C:4](=[O:6])[NH2:5].N[C@H](C(O)=O)CC(O)=O.S(=O)(=O)(O)O.N>CO>[OH2:6].[NH2:1][C@H:2]([C:7]([OH:9])=[O:8])[CH2:3][C:4](=[O:6])[NH2:5] |f:5.6|. Procedure details: A method for the preparation of asparagine, comprising the methylation of aspartic acid in the presence of methanol and sulfuric acid to yield beta-methyl aspartic sulfate, subsequently aminating the intermediate in-situ by the addition of aqueous ammonia and heat to form asparagine monohydrate.